Dataset: the Open Reaction Database (ORD), a public repository of structured organic reaction records. Task: describe an organic reaction: reactants, conditions, products, and yield Solvent: C1(=CC=CC=C1)C.C(C)O.O (toluene ethanol water). The product is N1N=CC2=C(C=CC=C12)C=1N=C(C2=C(N1)C=C(O2)C2=CC=CC=C2)N2CCOCC2 (2-(1H-Indazol-4-yl)-4-morpholino-6-phenylfuro[3,2-d]pyrimidine). As a reaction SMILES: Cl[C:2]1[N:3]=[C:4]([N:17]2[CH2:22][CH2:21][O:20][CH2:19][CH2:18]2)[C:5]2[O:10][C:9]([C:11]3[CH:16]=[CH:15][CH:14]=[CH:13][CH:12]=3)=[CH:8][C:6]=2[N:7]=1.CC1(C)C(C)(C)OB([C:31]2[CH:39]=[CH:38][CH:37]=[C:36]3[C:32]=2[CH:33]=[N:34][NH:35]3)O1.C(=O)([O-])[O-].[Na+].[Na+]>C1(C)C=CC=CC=1.C(O)C.O.Cl[Pd](Cl)([P](C1C=CC=CC=1)(C1C=CC=CC=1)C1C=CC=CC=1)[P](C1C=CC=CC=1)(C1C=CC=CC=1)C1C=CC=CC=1>[NH:35]1[C:36]2[C:32](=[C:31]([C:2]3[N:3]=[C:4]([N:17]4[CH2:22][CH2:21][O:20][CH2:19][CH2:18]4)[C:5]4[O:10][C:9]([C:11]5[CH:16]=[CH:15][CH:14]=[CH:13][CH:12]=5)=[CH:8][C:6]=4[N:7]=3)[CH:39]=[CH:38][CH:37]=2)[CH:33]=[N:34]1 |f:2.3.4,5.6.7,^1:60,79|. Procedure details: 2-Chloro-4-morpholino-6-phenylfuro[3,2-d]pyrimidine 44 (50 mg, 1.0 eq) was dissolved in toluene/ethanol/water (4:2:1, 2.8 ml) and treated with 4-(4,4,5,5-tetramethyl-1,3,2-dioxaborolan-2-yl)-1H-indazole 7 (97 mg, 2.5 eq), PdCl2(PPh3)2 (13.3 mg, 0.12 eq) and sodium carbonate (59 mg, 3.5 eq). The vial was sealed and heated with stirring in the microwave to 150° C. for 25 minutes. The crude reaction mixture was concentrated and purified by reverse phase HPLC to afford 201 MS (Q1) 398 (M)+. Reactants: CC1(OB(OC1(C)C)C1=C2C=NNC2=CC=C1)C (4-(4,4,5,5-tetramethyl-[1,3,2]dioxaborolan-2-yl)-1H-indazole), C([O-])([O-])=O.[Na+].[Na+] (sodium carbonate), ClC=1N=C(C2=C(N1)C=C(O2)C2=CC=CC=C2)N2CCOCC2 (2-Chloro-4-morpholino-6-phenylfuro[3,2-d]pyrimidine). Run at temperature 150 celsius, time 25 minute. Reagents/catalysts: Cl[Pd]([P](C1=CC=CC=C1)(C2=CC=CC=C2)C3=CC=CC=C3)([P](C4=CC=CC=C4)(C5=CC=CC=C5)C6=CC=CC=C6)Cl (PdCl2(PPh3)2). Starting materials: OC1=CC=C(C=C1)C1(CC1)C(=O)N1C[C@]2(CC1)OC(C=1C=NC=CC12)=O ((1R)-1′-{[1-(4-hydroxyphenyl)cyclopropyl]carbonyl}-3H-spiro[furo[3,4-c]pyridine-1,3′-pyrrolidin]-3-one), O1CCC(CC1)O (tetrahydro-4H-pyran-4-ol), N(=NC(=O)OC(C)C)C(=O)OC(C)C (diisopropyl azodicarboxylate), C1(=CC=CC=C1)P(C1=CC=CC=C1)C1=CC=CC=C1 (triphenylphosphine), O1CCCC1 (tetrahydrofuran). Run at time 8 hour. The product is O1CCC(CC1)OC1=CC=C(C=C1)C1(CC1)C(=O)N1C[C@]2(CC1)OC(C=1C=NC=CC12)=O ((1R)-1′-({1-[4-(Tetrahydro-2H-pyran-4-yloxy)phenyl]cyclopropyl}carbonyl)-3H-spiro[furo[3,4-c]pyridine-1,3′-pyrrolidin]-3-one). Isolated yield 17.6%. RXN SMILES: [OH:1][C:2]1[CH:7]=[CH:6][C:5]([C:8]2([C:11]([N:13]3[CH2:17][CH2:16][C@@:15]4([C:25]5[CH:24]=[CH:23][N:22]=[CH:21][C:20]=5[C:19](=[O:26])[O:18]4)[CH2:14]3)=[O:12])[CH2:10][CH2:9]2)=[CH:4][CH:3]=1.[O:27]1[CH2:32][CH2:31][CH:30](O)[CH2:29][CH2:28]1.N(C(OC(C)C)=O)=NC(OC(C)C)=O.C1(P(C2C=CC=CC=2)C2C=CC=CC=2)C=CC=CC=1.O1CCCC1>>[O:27]1[CH2:32][CH2:31][CH:30]([O:1][C:2]2[CH:7]=[CH:6][C:5]([C:8]3([C:11]([N:13]4[CH2:17][CH2:16][C@@:15]5([C:25]6[CH:24]=[CH:23][N:22]=[CH:21][C:20]=6[C:19](=[O:26])[O:18]5)[CH2:14]4)=[O:12])[CH2:10][CH2:9]3)=[CH:4][CH:3]=2)[CH2:29][CH2:28]1. Reported procedure: A mixture of (1R)-1′-{[1-(4-hydroxyphenyl)cyclopropyl]carbonyl}-3H-spiro[furo[3,4-c]pyridine-1,3′-pyrrolidin]-3-one (10 mg, 0.00003 mol), tetrahydro-4H-pyran-4-ol (6.5 μL, 0.000068 mol), diisopropyl azodicarboxylate (13 μL, 0.000068 mol), and triphenylphosphine (18 mg, 0.000068 mol) in tetrahydrofuran (200 μL, 0.002 mol) was stirred at room temperature overnight. It was purified with prep-HPLC to afford 2.3 mg of product. LCMS: m/z 435.1 (M+H)+. Starting materials: CC(C)(C)OC(=O)NC1CC(CO)C(OC(=O)c2ccccc2)C1OC(=O)c1ccccc1, C1COCCO1, Cl. Yields the product NC1CC(CO)C(OC(=O)c2ccccc2)C1OC(=O)c1ccccc1, Cl. RXN SMILES: [C:1]([c:2]1[cH:3][cH:4][cH:5][cH:6][cH:7]1)(=[O:8])[O:9][CH:10]1[CH:11]([O:25][C:26]([c:27]2[cH:28][cH:29][cH:30][cH:31][cH:32]2)=[O:33])[CH:12]([NH:17][C:18]([O:19][C:20]([CH3:21])([CH3:22])[CH3:23])=[O:24])[CH2:13][CH:14]1[CH2:15][OH:16].[CH2:35]1[O:36][CH2:37][CH2:38][O:39][CH2:40]1.[ClH:34]>>[C:1]([c:2]1[cH:3][cH:4][cH:5][cH:6][cH:7]1)(=[O:8])[O:9][CH:10]1[CH:11]([O:25][C:26]([c:27]2[cH:28][cH:29][cH:30][cH:31][cH:32]2)=[O:33])[CH:12]([NH2:17])[CH2:13][CH:14]1[CH2:15][OH:16].[ClH:34]. Reactants: C(C)(=O)O (acetic acid), C(CCC)OCC1=CSC=C1 (3-Butoxymethylthiophene), BrN1C(CCC1=O)=O (N-Bromosuccinimide). Procedure: 3-Butoxymethylthiophene (6.17 grams, 36.24 mmol) was dissolved in 100 milliliters of CH2Cl2, and then 100 milliliters of acetic acid (AcOH) were added. N-Bromosuccinimide (NBS) (6.45 grams, 36.24 mmol) was then added in portions to the resulting mixture under stirring. The mixture resulting was then stirred at room temperature, about 23° C. to about 27° C., for 24 hours. Reaction completion was determined by 1H NMR. The solvents were then removed by evacuation. The residue remaining was dissolve... Solvent: C(Cl)Cl (CH2Cl2). The product is BrC=1SC=CC1COCCCC (2-Bromo-3-butoxymethylthiophene). As a reaction SMILES: [CH2:1]([O:5][CH2:6][C:7]1[CH:11]=[CH:10][S:9][CH:8]=1)[CH2:2][CH2:3][CH3:4].C(O)(=O)C.[Br:16]N1C(=O)CCC1=O>C(Cl)Cl>[Br:16][C:8]1[S:9][CH:10]=[CH:11][C:7]=1[CH2:6][O:5][CH2:1][CH2:2][CH2:3][CH3:4]. The reactants are COC1=CC=C(CNC=2SC=CN2)C=C1 (N-(4-methoxybenzyl)thiazol-2-amine), C(#N)C1=CC(=C(C=C1)N1C2=C(OCC1)C=C(C(=C2)F)S(=O)(=O)Cl)OC (4-(4-cyano-2-methoxyphenyl)-6-fluoro-3,4-dihydro-2H-benzo[b][1,4]oxazine-7-sulfonyl chloride), C[Si](C)(C)[N-][Si](C)(C)C.[Li+] (lithium bis(trimethylsilyl)amide), solution. The solvent is C1CCOC1 (THF), C1CCOC1 (THF), O1CCCC1 (tetrahydrofuran). Run at time 1 hour. Yields the product C(#N)C1=CC(=C(C=C1)N1C2=C(OCC1)C=C(C(=C2)F)S(=O)(=O)NC=2SC=CN2)OC (4-(4-Cyano-2-Methoxyphenyl)-6-Fluoro-N-(Thiazol-2-Yl)-3,4-Dihydro-2H-Benzo[B][1,4]Oxazine-7-Sulfonamide). RXN SMILES: COC1C=CC(C[NH:8][C:9]2[S:10][CH:11]=[CH:12][N:13]=2)=CC=1.C[Si]([N-][Si](C)(C)C)(C)C.[Li+].[C:26]([C:28]1[CH:33]=[CH:32][C:31]([N:34]2[CH2:39][CH2:38][O:37][C:36]3[CH:40]=[C:41]([S:45](Cl)(=[O:47])=[O:46])[C:42]([F:44])=[CH:43][C:35]2=3)=[C:30]([O:49][CH3:50])[CH:29]=1)#[N:27]>C1COCC1>[C:26]([C:28]1[CH:33]=[CH:32][C:31]([N:34]2[CH2:39][CH2:38][O:37][C:36]3[CH:40]=[C:41]([S:45]([NH:8][C:9]4[S:10][CH:11]=[CH:12][N:13]=4)(=[O:47])=[O:46])[C:42]([F:44])=[CH:43][C:35]2=3)=[C:30]([O:49][CH3:50])[CH:29]=1)#[N:27] |f:1.2|. Procedure details: To a vial charged with N-(4-methoxybenzyl)thiazol-2-amine (0.055 g, 0.250 mmol) was added THF (0.743 ml) and the mixture cooled in an ice water bath prior to the addition of lithium bis(trimethylsilyl)amide, 1.0M solution in tetrahydrofuran (0.273 ml, 0.273 mmol), faster than dropwise. After 15 mins of stirring a solution of 4-(4-cyano-2-methoxyphenyl)-6-fluoro-3,4-dihydro-2H-benzo[b][1,4]oxazine-7-sulfonyl chloride (0.087 g, 0.227 mmol) in THF (0.6 ml) was added dropwise, then washed with 0.2 m... As a reaction SMILES: [CH2:6]([CH3:7])[O:8][C:9](=[O:10])[c:11]1[nH:12][cH:13][c:14]([CH3:16])[cH:15]1.[CH3:19][N:20]([CH:21]=[O:22])[CH3:23].[Na+:18].[OH-:17].[OH2:24].[P:1]([Cl:2])([Cl:3])([Cl:4])=[O:5]>>[CH2:6]([CH3:7])[O:8][C:9](=[O:10])[c:11]1[nH:12][c:13]([CH:21]=[O:22])[c:14]([CH3:16])[cH:15]1. Starting materials: CCOC(=O)c1cc(C)c[nH]1, CN(C)C=O, [Na+], [OH-], O, O=P(Cl)(Cl)Cl. Yields the product CCOC(=O)c1cc(C)c(C=O)[nH]1. The reactants are C1(C=2C(C(N1)=O)=CC=CC2)=O.[K] (Potassium phthalimide), BrCCCCCCCBr (1,7-dibromoheptane). Run in CN(C=O)C (dimethylformamide). The product is BrCCCCCCCC1=C2C(C(=O)NC2=O)=CC=C1 (7-bromoheptylphthalimide). RXN SMILES: [C:1]1(=[O:11])[NH:5][C:4](=[O:6])[C:3]2=[CH:7][CH:8]=[CH:9][CH:10]=[C:2]12.[K].[Br:13][CH2:14][CH2:15][CH2:16][CH2:17][CH2:18][CH2:19][CH2:20]Br>CN(C)C=O>[Br:13][CH2:14][CH2:15][CH2:16][CH2:17][CH2:18][CH2:19][CH2:20][C:10]1[CH:9]=[CH:8][CH:7]=[C:3]2[C:4]([NH:5][C:1](=[O:11])[C:2]=12)=[O:6] |f:0.1,^1:11|. Procedure details: Potassium phthalimide (5.4 mmoles) was added to a solution of 1,7-dibromoheptane (4.18 g; 16.2 mmoles) in dimethylformamide (8 ml) and heated to 80° C. approx. under stirring. Reaction times and process as per Example 4. The reactants are FC1=CC(=C(C=C1)N1C(=NC(=C1CN1C(C=2C(C1=O)=CC=CC2)=O)C)CN(C)C)C(C2=C(C=CC=C2)Cl)=O (N-[[1-[4-fluoro-2-(o-chlorobenzoyl)phenyl]-2-[(dimethylamino)methyl]-4-methylimidazol-5-yl]methyl]phthalimide), O.NN (hydrazine hydrate), C(C)O (ethanol). Procedure details: In the manner given in Example 4, N-[[1-[4-fluoro-2-(o-chlorobenzoyl)phenyl]-2-[(dimethylamino)methyl]-4-methylimidazol-5-yl]methyl]phthalimide in ethanol is heated with hydrazine hydrate to give 8-fluoro-6-(o-chlorophenyl)-1-[(dimethylamino)methyl]-3-methyl-4H-imidazo[1,5-a][1,4]benzodiazepine. Yields the product FC=1C=CC2=C(C(=NCC=3N2C(=NC3C)CN(C)C)C3=C(C=CC=C3)Cl)C1 (8-fluoro-6-(o-chlorophenyl)-1-[(dimethylamino)methyl]-3-methyl-4H-imidazo[1,5-a][1,4]benzodiazepine). As a reaction SMILES: [F:1][C:2]1[CH:7]=[CH:6][C:5]([N:8]2[C:12]([CH2:13][N:14]3C(=O)C4=CC=CC=C4C3=O)=[C:11]([CH3:25])[N:10]=[C:9]2[CH2:26][N:27]([CH3:29])C)=[C:4]([C:30](=O)[C:31]2[CH:36]=[CH:35][CH:34]=[CH:33][C:32]=2[Cl:37])[CH:3]=1.O.NN.[CH2:42](O)C>>[F:1][C:2]1[CH:7]=[CH:6][C:5]2[N:8]3[C:9]([CH2:26][N:27]([CH3:42])[CH3:29])=[N:10][C:11]([CH3:25])=[C:12]3[CH2:13][N:14]=[C:30]([C:31]3[CH:36]=[CH:35][CH:34]=[CH:33][C:32]=3[Cl:37])[C:4]=2[CH:3]=1 |f:1.2|. Reactants: CCO, O=Cc1ccccc1, CCOC(=O)C1CCNCC1. Yields the product CCOC(=O)C1CCN(Cc2ccccc2)CC1. As a reaction SMILES: [CH3:20][CH2:21][OH:22].[CH:12](=[O:13])[c:14]1[cH:15][cH:16][cH:17][cH:18][cH:19]1.[NH:1]1[CH2:2][CH2:3][CH:4]([C:5](=[O:6])[O:7][CH2:8][CH3:9])[CH2:10][CH2:11]1>>[N:1]1([CH2:12][c:14]2[cH:15][cH:16][cH:17][cH:18][cH:19]2)[CH2:2][CH2:3][CH:4]([C:5](=[O:6])[O:7][CH2:8][CH3:9])[CH2:10][CH2:11]1. Reactants: ClC1=NC=C2C(=N1)NN=C2C2=CC(=CC=C2)F (6-Chloro-3-(3-fluoro-phenyl)-1H-pyrazolo[3,4-d]pyrimidine), FC(C(=O)O)(F)F.CS(=O)(=O)N1CCC(CC1)N (1-methanesulfonyl-piperidin-4-ylamine; compound with trifluoro-acetic acid). Product: FC=1C=C(C=CC1)C1=NNC2=NC(=NC=C21)NC2CCN(CC2)S(=O)(=O)C ([3-(3-Fluoro-phenyl)-1H-pyrazolo[3,4-d]pyrimidin-6-yl]-(1-methanesulfonyl-piperidin-4-yl)-amine). Isolated yield 6.0%. Reaction SMILES: Cl[C:2]1[N:7]=[C:6]2[NH:8][N:9]=[C:10]([C:11]3[CH:16]=[CH:15][CH:14]=[C:13]([F:17])[CH:12]=3)[C:5]2=[CH:4][N:3]=1.FC(F)(F)C(O)=O.[CH3:25][S:26]([N:29]1[CH2:34][CH2:33][CH:32]([NH2:35])[CH2:31][CH2:30]1)(=[O:28])=[O:27]>>[F:17][C:13]1[CH:12]=[C:11]([C:10]2[C:5]3[C:6](=[N:7][C:2]([NH:35][CH:32]4[CH2:33][CH2:34][N:29]([S:26]([CH3:25])(=[O:28])=[O:27])[CH2:30][CH2:31]4)=[N:3][CH:4]=3)[NH:8][N:9]=2)[CH:16]=[CH:15][CH:14]=1 |f:1.2|. Reported procedure: The compound was prepared from 6-chloro-3-(3-fluoro-phenyl)-1H-pyrazolo[3,4-d]pyrimidine (Example 9) and 1-methanesulfonyl-piperidin-4-ylamine; compound with trifluoro-acetic acid in an analogous manner as described in Example 4 and was purified by HPLC (Gilson) to give a free base (6% yield). MS (M+H)+, 391.25.